describe an organic reaction: reactants, conditions, products, and yield From a dataset of the Open Reaction Database (ORD), a public repository of structured organic reaction records. Product: CCCC=CCOc1nsnc1-c1cccnc1. RXN SMILES: [CH2:1]([CH:2]=[CH:3][CH2:4][CH2:5][CH3:6])[OH:7].[Cl:10][c:11]1[c:12](-[c:16]2[cH:17][n:18][cH:19][cH:20][cH:21]2)[n:13][s:14][n:15]1.[H-:8].[Na+:9].[O:23]1[CH2:24][CH2:25][CH2:26][CH2:27]1.[OH2:22]>>[CH2:1]([CH:2]=[CH:3][CH2:4][CH2:5][CH3:6])[O:7][c:11]1[c:12](-[c:16]2[cH:17][n:18][cH:19][cH:20][cH:21]2)[n:13][s:14][n:15]1. The reactants are CCCC=CCO, Clc1nsnc1-c1cccnc1, [H-], [Na+], C1CCOC1, O.